Dataset: the Open Reaction Database (ORD), a public repository of structured organic reaction records. Task: describe an organic reaction: reactants, conditions, products, and yield Starting materials: BrC=1C=C2C(=NC1)OC(C=C2)C2=CC(=C(C=C2)Cl)Cl (6-bromo-2-(3,4-dichlorophenyl)-2H-pyrano[2,3-b]pyridine), N12CCCCCC2=NCCC1 (1,8-diazabicyclo[5.4.0]undec-7-ene). Solvent: O1CCCC1 (tetrahydrofuran). Conditions: time 1 hour. The product is BrC=1C=C2C(=NC1)OC(=CC2)C2=CC(=C(C=C2)Cl)Cl (6-bromo-2-(3,4-dichlorophenyl)-4H-pyrano[2,3-b]pyridine). As a reaction SMILES: [Br:1][C:2]1[CH:3]=[C:4]2[CH:11]=[CH:10][CH:9]([C:12]3[CH:17]=[CH:16][C:15]([Cl:18])=[C:14]([Cl:19])[CH:13]=3)[O:8][C:5]2=[N:6][CH:7]=1.N12CCCN=C1CCCCC2>O1CCCC1>[Br:1][C:2]1[CH:3]=[C:4]2[CH2:11][CH:10]=[C:9]([C:12]3[CH:17]=[CH:16][C:15]([Cl:18])=[C:14]([Cl:19])[CH:13]=3)[O:8][C:5]2=[N:6][CH:7]=1. Procedure details: To a solution of 2.9 g of 6-bromo-2-(3,4-dichlorophenyl)-2H-pyrano[2,3-b]pyridine in 40 ml of tetrahydrofuran was added 0.5 ml of 1,8-diazabicyclo[5.4.0]undec-7-ene. After 1 hour at 25° C., the reaction mixture was partitioned between ethyl acetate and aqueous saturated ammonium chloride solution. The ethyl acetate layer was dried over magnesium sulfate and the solvent was evaporated to leave a solid residue. This was recrystallized from ethanol to give 6-bromo-2-(3,4-dichlorophenyl)-4H-pyrano[2... The reactants are C(C)(C)(C)C1=CC=C(C=C1)S(=O)(=O)NC1=C(C=C(C=C1)Cl)C(C1=CC=NC=C1)Cl (4-tert-butyl-N-[4-chloro-2-(chloro-pyridin-4-yl-methyl)-phenyl]-benzenesulfonamide), C([O-])([O-])=O.[K+].[K+] (potassium carbonate). Solvent: CO (methanol). Run at temperature 60 celsius. Product: C(C)(C)(C)C1=CC=C(C=C1)S(=O)(=O)NC1=C(C=C(C=C1)Cl)C(C1=CC=NC=C1)OC (4-tert-Butyl-N-[4-chloro-2-(methoxy-pyridin-4-yl-methyl)-phenyl]-benzenesulfonamide). As a reaction SMILES: [C:1]([C:5]1[CH:10]=[CH:9][C:8]([S:11]([NH:14][C:15]2[CH:20]=[CH:19][C:18]([Cl:21])=[CH:17][C:16]=2[CH:22](Cl)[C:23]2[CH:28]=[CH:27][N:26]=[CH:25][CH:24]=2)(=[O:13])=[O:12])=[CH:7][CH:6]=1)([CH3:4])([CH3:3])[CH3:2].[C:30](=O)([O-])[O-:31].[K+].[K+]>CO>[C:1]([C:5]1[CH:10]=[CH:9][C:8]([S:11]([NH:14][C:15]2[CH:20]=[CH:19][C:18]([Cl:21])=[CH:17][C:16]=2[CH:22]([O:31][CH3:30])[C:23]2[CH:28]=[CH:27][N:26]=[CH:25][CH:24]=2)(=[O:13])=[O:12])=[CH:7][CH:6]=1)([CH3:4])([CH3:3])[CH3:2] |f:1.2.3|. Reported procedure: A suspension of 4-tert-butyl-N-[4-chloro-2-(chloro-pyridin-4-yl-methyl)-phenyl]-benzenesulfonamide (113 mg, 0.25 mmol) and potassium carbonate (69 mg, 0.5 mmol) in anhydrous methanol was heated at 60° C. overnight, the solid residue was then removed by filtration and product was purified by preparative HPLC. MS: (M+H)=445. Starting materials: C(C)(C)(C)OC(=O)N(C)C1CN(CC1)S(=O)(=O)C=1C=2C(=CN=C(C2C=CC1)Cl)Br (3-[N-(tert-Butoxycarbonyl)-N-methylamino]-1-(1-chloro-4-bromo-5-isoquinolinesulfonyl)pyrrolidine), C(C)(C)(C)OC(=O)N[C@@H]1CN(CC1)S(=O)(=O)C=1C=2C(=CN=C(C2C=CC1)Cl)Cl ((S)-3-(tert-butoxycarbonyl)amino-1-(1,4-dichloro-5-isoquinolinesulfonyl)pyrrolidine). Yields the product NC1=NC=C(C=2C(=CC=CC12)S(=O)(=O)N1CC(CC1)NC)Br ((R/S)-1-(1-Amino-4-bromo-5-isoquinolinesulfonyl)-3-(methylamino)pyrrolidine), Cl (hydrochloride). RXN SMILES: C(OC([N:8]([CH:10]1[CH2:14][CH2:13][N:12]([S:15]([C:18]2[C:19]3[C:20]([Br:29])=[CH:21][N:22]=[C:23]([Cl:28])[C:24]=3[CH:25]=[CH:26][CH:27]=2)(=[O:17])=[O:16])[CH2:11]1)[CH3:9])=O)(C)(C)C.C(OC([NH:37][C@H]1CCN(S(C2C3C(Cl)=CN=C(Cl)C=3C=CC=2)(=O)=O)C1)=O)(C)(C)C>>[NH2:37][C:23]1[C:24]2[CH:25]=[CH:26][CH:27]=[C:18]([S:15]([N:12]3[CH2:13][CH2:14][CH:10]([NH:8][CH3:9])[CH2:11]3)(=[O:17])=[O:16])[C:19]=2[C:20]([Br:29])=[CH:21][N:22]=1.[ClH:28]. Procedure details: Intermediate 24 can be used in the method of Example 39-1 instead of Intermediate 26a to obtain the title compound as hydrochloride. Starting materials: OCCNCc1ccccc1, C1CCOC1, COC(=O)c1[nH]cnc1C=O, [Na+], [Na+], [Na+], O=S(=O)([O-])[O-], O=C([O-])O, O. Product: COC(=O)c1[nH]cnc1CN(CCO)Cc1ccccc1. RXN SMILES: [CH2:19]([c:20]1[cH:21][cH:22][cH:23][cH:24][cH:25]1)[NH:26][CH2:27][CH2:28][OH:29].[CH2:35]1[O:36][CH2:37][CH2:38][CH2:39]1.[CH:1](=[O:2])[c:3]1[n:4][cH:5][nH:6][c:7]1[C:8](=[O:9])[O:10][CH3:11].[Na+:12].[Na+:13].[Na+:34].[O-:14][S:15]([O-:16])(=[O:17])=[O:18].[O-:30][C:31]([OH:32])=[O:33].[OH2:40]>>[CH2:1]([c:3]1[n:4][cH:5][nH:6][c:7]1[C:8](=[O:9])[O:10][CH3:11])[N:26]([CH2:19][c:20]1[cH:21][cH:22][cH:23][cH:24][cH:25]1)[CH2:27][CH2:28][OH:29].